describe an organic reaction: reactants, conditions, products, and yield From a dataset of the Open Reaction Database (ORD), a public repository of structured organic reaction records. Solvent: C(C)(C)(C)OC (methyl tertiary butyl ether). As a reaction SMILES: OC1C=CC=CC=1/C=[N:5]\[C@@H:6]1[C:13](=[O:14])[N:12]2[C@@H:7]1[S:8][CH2:9][C:10]([CH2:27][S:28][C:29]1[S:30][C:31]([CH3:34])=[N:32][N:33]=1)=[C:11]2[C:15]([O:17]CC1C=CC(OC)=CC=1)=[O:16].O.CS([O:44][C:45](=O)[CH2:46][N:47]1[CH:51]=[N:50][N:49]=[N:48]1)(=O)=O.ClCCl>C(OC)(C)(C)C>[N:47]1([CH2:46][C:45]([NH:5][C@@H:6]2[C:13](=[O:14])[N:12]3[C@@H:7]2[S:8][CH2:9][C:10]([CH2:27][S:28][C:29]2[S:30][C:31]([CH3:34])=[N:32][N:33]=2)=[C:11]3[C:15]([OH:17])=[O:16])=[O:44])[CH:51]=[N:50][N:49]=[N:48]1. Run at time 3 hour. Yields the product N1(N=NN=C1)CC(=O)N[C@H]1[C@H]2SCC(=C(N2C1=O)C(=O)O)CSC=1SC(=NN1)C ((6R,7R)-7-(2-(1H-tetrazol-1-yl)acetamido)-3-(((5-methyl-1,3,4-thiadiazol-2-yl)thio)methyl)-8-oxo-5-thia-1-azabicyclo[4.2.0]oct-2-ene-2-carboxylic acid). Procedure details: A reactor is charged with (6R,7R)-4-methoxybenzyl 7-((Z)-(2-hydroxybenzylidene)amino)-3-(((5-methyl-1,3,4-thiadiazol-2-yl)thio)methyl)-8-oxo-5-thia-1-azabicyclo[4.2.0]oct-2-ene-2-carboxylate (1 eq), water (6-9 weight % relative to the Schiff base), 2-(1H-tetrazol-1-yl)acetic methanesulfonic anhydride (2.5 eq) and dichloromethane (1.75 mL per gram of Schiff base). The mixture is stirred for three hours at room temperature, then added to methyl tertiary butyl ether over the course of 2-3 hours, re... The reactants are OC1=C(\C=N/[C@H]2[C@H]3SCC(=C(N3C2=O)C(=O)OCC2=CC=C(C=C2)OC)CSC=2SC(=NN2)C)C=CC=C1 ((6R,7R)-4-methoxybenzyl 7-((Z)-(2-hydroxybenzylidene)amino)-3-(((5-methyl-1,3,4-thiadiazol-2-yl)thio)methyl)-8-oxo-5-thia-1-azabicyclo[4.2.0]oct-2-ene-2-carboxylate), O (water), Schiff base, CS(=O)(=O)OC(CN1N=NN=C1)=O (2-(1H-tetrazol-1-yl)acetic methanesulfonic anhydride), ClCCl (dichloromethane).